The task is: describe an organic reaction: reactants, conditions, products, and yield. This data is from the Open Reaction Database (ORD), a public repository of structured organic reaction records. Reactants: CC1=C(C2=CC=CC=C2C=C1)N(C(CCl)=O)C1C(OCC1)=O (N-(2-methylnaphthyl)-N-(2-oxo-tetrahydrofuran-3-yl)-N-chloroacetyl-amine), C(C)(=O)[O-].[Na+] (sodium acetate), O (water). Solvent: CN(C=O)C (dimethylformamide). Product: CC1=C(C2=CC=CC=C2C=C1)N(C(COC(C)=O)=O)C1C(OCC1)=O (N-(2-methylnaphthyl)-N-(2-oxo-tetrahydrofuran-3-yl)-N-acetoxyacetylamine). RXN SMILES: [CH3:1][C:2]1[CH:11]=[CH:10][C:9]2[C:4](=[CH:5][CH:6]=[CH:7][CH:8]=2)[C:3]=1[N:12]([CH:17]1[CH2:21][CH2:20][O:19][C:18]1=[O:22])[C:13](=[O:16])[CH2:14]Cl.[C:23]([O-:26])(=[O:25])[CH3:24].[Na+].O>CN(C)C=O>[CH3:1][C:2]1[CH:11]=[CH:10][C:9]2[C:4](=[CH:5][CH:6]=[CH:7][CH:8]=2)[C:3]=1[N:12]([CH:17]1[CH2:21][CH2:20][O:19][C:18]1=[O:22])[C:13](=[O:16])[CH2:14][O:26][C:23](=[O:25])[CH3:24] |f:1.2|. Procedure details: A mixture of 18.2 g of N-(2-methylnaphthyl)-N-(2-oxo-tetrahydrofuran-3-yl)-N-chloroacetyl-amine, 11.5 g of anhydrous sodium acetate and 0.1 g of KJ in 70 ml of dimethylformamide (DMF) is heated at 110° for 16 hours. The reaction mixture is afterwards cooled to room temperature, poured into 200 ml of water and extracted three times with 50 ml of ethyl acetate each time. The combined extracts are washed with 50 ml of water, dried over sodium sulfate, filtered and then concentrated by evaporation. ... The reactants are O=C([O-])O, CCOC(C)=O, O=C(O)C(F)(F)F, NCc1cccc(-c2nc(=O)c3ccccc3s2)n1, [Na+], O, O=S(=O)(Cl)c1ccccc1. Product: O=c1nc(-c2cccc(CNS(=O)(=O)c3ccccc3)n2)sc2ccccc12. RXN SMILES: [C:37](=[O:38])([O-:39])[OH:40].[CH3:42][CH2:43][O:44][C:45](=[O:46])[CH3:47].[F:1][C:2]([F:3])([F:4])[C:5]([OH:6])=[O:7].[NH2:8][CH2:9][c:10]1[cH:11][cH:12][cH:13][c:14](-[c:16]2[s:17][c:18]3[c:19]([c:20](=[O:22])[n:21]2)[cH:23][cH:24][cH:25][cH:26]3)[n:15]1.[Na+:41].[OH2:48].[c:27]1([S:33](=[O:34])(=[O:35])[Cl:36])[cH:28][cH:29][cH:30][cH:31][cH:32]1>>[NH:8]([CH2:9][c:10]1[cH:11][cH:12][cH:13][c:14](-[c:16]2[s:17][c:18]3[c:19]([c:20](=[O:22])[n:21]2)[cH:23][cH:24][cH:25][cH:26]3)[n:15]1)[S:33]([c:27]1[cH:28][cH:29][cH:30][cH:31][cH:32]1)(=[O:34])=[O:35]. Starting materials: C1CCOC1, [H-], [Na+], COc1ccc(C(C)N(CCC(C)(O)c2ccc(C3OCCCO3)cc2)C(=O)OC(C)(C)C)cc1. Product: COc1ccc(C(C)N2CCC(C)(c3ccc(C4OCCCO4)cc3)OC2=O)cc1. As a reaction SMILES: [CH2:38]1[O:39][CH2:40][CH2:41][CH2:42]1.[H-:37].[Na+:36].[O:1]1[CH:2]([c:7]2[cH:8][cH:9][c:10]([C:13]([CH2:14][CH2:15][N:16]([C:17]([O:18][C:20]([CH3:21])([CH3:22])[CH3:23])=[O:19])[CH:24]([CH3:25])[c:26]3[cH:27][cH:28][c:29]([O:32][CH3:33])[cH:30][cH:31]3)([CH3:34])[OH:35])[cH:11][cH:12]2)[O:3][CH2:4][CH2:5][CH2:6]1>>[O:1]1[CH:2]([c:7]2[cH:8][cH:9][c:10]([C:13]3([CH3:34])[CH2:14][CH2:15][N:16]([CH:24]([CH3:25])[c:26]4[cH:27][cH:28][c:29]([O:32][CH3:33])[cH:30][cH:31]4)[C:17](=[O:18])[O:35]3)[cH:11][cH:12]2)[O:3][CH2:4][CH2:5][CH2:6]1. The reactants are Clc1ncc(Br)cn1, CC(C)(C)OC(=O)C(C)(C)Sc1nc(CCO)cs1, CC(C)(C)[O-], CN(C)C=O, [K+], O. Product: CC(C)(C)OC(=O)C(C)(C)Sc1nc(CCOc2ncc(Br)cn2)cs1. Reaction SMILES: [Br:20][c:21]1[cH:22][n:23][c:24]([Cl:27])[n:25][cH:26]1.[C:1]([CH3:2])([CH3:3])([CH3:4])[O:5][C:6]([C:7]([CH3:8])([CH3:9])[S:10][c:11]1[s:12][cH:13][c:14]([CH2:16][CH2:17][OH:18])[n:15]1)=[O:19].[CH3:28][C:29]([CH3:30])([O-:31])[CH3:32].[CH3:35][N:36]([CH3:37])[CH:38]=[O:39].[K+:33].[OH2:34]>>[C:1]([CH3:2])([CH3:3])([CH3:4])[O:5][C:6]([C:7]([CH3:8])([CH3:9])[S:10][c:11]1[s:12][cH:13][c:14]([CH2:16][CH2:17][O:18][c:24]2[n:23][cH:22][c:21]([Br:20])[cH:26][n:25]2)[n:15]1)=[O:19]. Reactants: BrC1=CC=2N3C4=C(C=C(C=C4SC2C=C1)O)C(C=C3)=O (10-bromo-5-hydroxy-3H-pyrido[3,2,1-kl]phenothiazin-3-one), ClCCN1CCCCC1 (1-(2-chloroethyl)piperidine). Procedure: According to Example 34, the compound (170 mg) produced in Example 58 was reacted with 1-(2-chloroethyl)piperidine (169 mg) to obtain the title compound (194 mg; 86%). The yield is 86.4%. RXN SMILES: [Br:1][C:2]1[CH:15]=[CH:14][C:13]2[S:12][C:11]3[C:6]4=[C:7]([C:17](=[O:20])[CH:18]=[CH:19][N:5]4[C:4]=2[CH:3]=1)[CH:8]=[C:9]([OH:16])[CH:10]=3.Cl[CH2:22][CH2:23][N:24]1[CH2:29][CH2:28][CH2:27][CH2:26][CH2:25]1>>[Br:1][C:2]1[CH:15]=[CH:14][C:13]2[S:12][C:11]3[C:6]4=[C:7]([C:17](=[O:20])[CH:18]=[CH:19][N:5]4[C:4]=2[CH:3]=1)[CH:8]=[C:9]([O:16][CH2:22][CH2:23][N:24]1[CH2:29][CH2:28][CH2:27][CH2:26][CH2:25]1)[CH:10]=3. Product: BrC1=CC=2N3C4=C(C=C(C=C4SC2C=C1)OCCN1CCCCC1)C(C=C3)=O (10-bromo-5-(2-(1-piperidyl) ethyloxy)-3H-pyrido [3,2,1-kl]phenothiazin-3-one). Starting materials: BrBr (Bromine), C(C)N(C(=O)C1C(CCC(C1)C)=O)CC (5-Methyl-2-oxo-cyclohexanecarboxylic acid diethylamide), ice. Run in C(C)OCC (diethyl ether). Run at temperature 0 celsius. Yields the product C(C)N(C(=O)C1=C(C(CC(C1)C)Br)O)CC (3-Bromo-2-hydroxy-5-methyl-cyclohex-1-enecarboxylic acid diethylamide). Isolated yield 100.1%. Reaction SMILES: [CH2:1]([N:3]([CH2:14][CH3:15])[C:4]([CH:6]1[CH2:11][CH:10]([CH3:12])[CH2:9][CH2:8][C:7]1=[O:13])=[O:5])[CH3:2].[Br:16]Br>C(OCC)C>[CH2:14]([N:3]([CH2:1][CH3:2])[C:4]([C:6]1[CH2:11][CH:10]([CH3:12])[CH2:9][CH:8]([Br:16])[C:7]=1[OH:13])=[O:5])[CH3:15]. Reported procedure: 5-methyl-2-oxo-cyclohexanecarboxylic acid diethylamide (46) (4.4 g, 21 mmol) was dissolved in diethyl ether (5 mL) and cooled to 0° C. under N2. Bromine (3.32 g, 21 mmol, 1.1 mL) was added dropwise over 15 min and the reaction mixture was allowed to warm to room temperature over 90 min. The mixture was slowly poured into ice-cold saturated aqueous sodium carbonate solution (40 mL) and extracted with ethyl acetate (3×40 mL). The combined organic layers were dried and concentrated in vacuo to affo...